describe an organic reaction: reactants, conditions, products, and yield From a dataset of the Open Reaction Database (ORD), a public repository of structured organic reaction records. Reactants: ClC1=CC(=C(C=C1)C1=NC=NC2=CC(=CC=C12)S(=O)(=O)OC1=C(C(=C(C(=C1F)F)F)F)F)OC (perfluorophenyl 4-(4-chloro-2-methoxyphenyl)quinazoline-7-sulfonate), C(=O)(C(F)(F)F)O (TFA), COC1=C(CNC2=NC=NS2)C=CC(=C1)OC (N-(2,4-dimethoxybenzyl)-1,2,4-thiadiazol-5-amine), C[Si](C)(C)[N-][Si](C)(C)C.[Li+] (Lithium bis(trimethylsilyl)amide). Solvent: C1CCOC1 (THF), O1CCCC1 (tetrahydrofuran). Reaction conditions: time 2 hour. Yields the product ClC1=CC(=C(C=C1)C1=NC=NC2=CC(=CC=C12)S(=O)(=O)NC1=NC=NS1)OC (4-(4-chloro-2-methoxyphenyl)-N-(1,2,4-thiadiazol-5-yl)quinazoline-7-sulfonamide). As a reaction SMILES: COC1C=C(OC)C=CC=1C[NH:6][C:7]1[S:11][N:10]=[CH:9][N:8]=1.C[Si]([N-][Si](C)(C)C)(C)C.[Li+].[Cl:28][C:29]1[CH:34]=[CH:33][C:32]([C:35]2[C:44]3[C:39](=[CH:40][C:41]([S:45]([O:48]C4C(F)=C(F)C(F)=C(F)C=4F)(=[O:47])=O)=[CH:42][CH:43]=3)[N:38]=[CH:37][N:36]=2)=[C:31]([O:60][CH3:61])[CH:30]=1.C(O)(C(F)(F)F)=O>O1CCCC1>[Cl:28][C:29]1[CH:34]=[CH:33][C:32]([C:35]2[C:44]3[C:39](=[CH:40][C:41]([S:45]([NH:6][C:7]4[S:11][N:10]=[CH:9][N:8]=4)(=[O:47])=[O:48])=[CH:42][CH:43]=3)[N:38]=[CH:37][N:36]=2)=[C:31]([O:60][CH3:61])[CH:30]=1 |f:1.2|. Procedure: A solution of N-(2,4-dimethoxybenzyl)-1,2,4-thiadiazol-5-amine (0.112 g, 0.445 mmol) in tetrahydrofuran (1.780 ml) was cooled in a dry ice-acetone bath for 5 min. Lithium bis(trimethylsilyl)amide (1M in THF) (0.490 ml, 0.490 mmol) was added drop wise, then the flask was removed from the cooling bath for 5 min. The flask was again cooled into a dry ice-acetone bath for 20 min, resulting in the formation of a thick slurry. A solution of perfluorophenyl 4-(4-chloro-2-methoxyphenyl)quinazoline-7-sul... Reactants: CCN1c2cc(O)ccc2C(C)=CC1(C)C, CN(C)C=O, O=P(Cl)(Cl)Cl. As a reaction SMILES: [CH2:1]([CH3:2])[N:3]1[C:4]([CH3:15])([CH3:16])[CH:5]=[C:6]([CH3:14])[c:7]2[cH:8][cH:9][c:10]([OH:13])[cH:11][c:12]21.[O:22]=[CH:23][N:24]([CH3:25])[CH3:26].[P:17]([Cl:18])([Cl:19])([Cl:20])=[O:21]>>[CH2:1]([CH3:2])[N:3]1[C:4]([CH3:15])([CH3:16])[CH:5]=[C:6]([CH3:14])[c:7]2[cH:8][c:9]([CH:23]=[O:22])[c:10]([OH:13])[cH:11][c:12]21. Yields the product CCN1c2cc(O)c(C=O)cc2C(C)=CC1(C)C. Starting materials: NC=1C(NC(=C(C1)CC)C)=O (3-amino-5-ethyl-6-methyl-2-(1H)-pyridinone), ClCC=1OC2=C(N1)C(=CC=C2C)C (2-chloromethyl-4,7-dimethylbenzoxazole), C(C)(C)N(CC)C(C)C (diisopropylethylamine). Solvent: C(C)#N (acetonitrile). Product: CC1=CC=C(C2=C1N=C(O2)CNC=2C(NC(=C(C2)CC)C)=O)C (3-[((4,7-dimethylbenzoxazol-2-yl)methyl)amino]-5-ethyl-6-methyl-2-(1H)-pyridinone). Yield: 42.8%. Reaction SMILES: [NH2:1][C:2]1[C:3](=[O:11])[NH:4][C:5]([CH3:10])=[C:6]([CH2:8][CH3:9])[CH:7]=1.Cl[CH2:13][C:14]1[O:15][C:16]2[C:22]([CH3:23])=[CH:21][CH:20]=[C:19]([CH3:24])[C:17]=2[N:18]=1.C(N(C(C)C)CC)(C)C>C(#N)C>[CH3:24][C:19]1[C:17]2[N:18]=[C:14]([CH2:13][NH:1][C:2]3[C:3](=[O:11])[NH:4][C:5]([CH3:10])=[C:6]([CH2:8][CH3:9])[CH:7]=3)[O:15][C:16]=2[C:22]([CH3:23])=[CH:21][CH:20]=1. Procedure: A mixture of 3-amino-5-ethyl-6-methyl-2-(1H)-pyridinone (0.23 g, 1.5 mmol), 2-chloromethyl-4,7-dimethylbenzoxazole (0.29 g, 1.5 mmol), diisopropylethylamine (0.39 g, 3 mmol) in acetonitrile (50 mL) was refluxed under an atmosphere of nitrogen for 12 hours. The resultant mixture was concentrated under reduced pressure (15 torr). The residue was then subjected to column chromatography on silica gel (100 g, elution with 4% methanol in chloroform). Collection and concentration of appropriate fractio...